From a dataset of the Open Reaction Database (ORD), a public repository of structured organic reaction records. describe an organic reaction: reactants, conditions, products, and yield Reactants: COC(=O)C=1N(N=C(C1)N)C (5-amino-2-methyl-2H-pyrazole-3-carboxylic acid methyl ester), C(C)[SiH](CC)CC (triethylsilane), ClC=1C=C(C=O)C=CC1 (3-chlorobenzaldehyde), FC(C(=O)O)(F)F (Trifluoroacetic acid). The solvent is C(C)#N (acetonitrile). Product: COC(=O)C=1N(N=C(C1)NCC1=CC(=CC=C1)Cl)C (5-(3-chloro-benzylamino)-2-methyl-2H-pyrazole-3-carboxylic acid methyl ester). Reaction SMILES: [CH3:1][O:2][C:3]([C:5]1[N:6]([CH3:11])[N:7]=[C:8]([NH2:10])[CH:9]=1)=[O:4].[Cl:12][C:13]1[CH:14]=[C:15]([CH:18]=[CH:19][CH:20]=1)[CH:16]=O.FC(F)(F)C(O)=O.C([SiH](CC)CC)C>C(#N)C>[CH3:1][O:2][C:3]([C:5]1[N:6]([CH3:11])[N:7]=[C:8]([NH:10][CH2:16][C:15]2[CH:18]=[CH:19][CH:20]=[C:13]([Cl:12])[CH:14]=2)[CH:9]=1)=[O:4]. Procedure: 5-Amino-2-methyl-2H-pyrazole-3-carboxylic acid methyl ester (644, 1.3 g, 8.0 mmol) was combined with 3-chlorobenzaldehyde (645, 0.95 mL, 8.4 mmol) and acetonitrile (40 mL). Trifluoroacetic acid (3.2 mL, 42.0 mmol) was added followed by triethylsilane (6.7 mL, 42.0 mmol). The reaction was heated to reflux overnight and then concentrated. Ethyl acetate was added and the solution was washed with 1N potassium carbonate. The organic portion was dried over anhydrous sodium sulfate, filtered and concen... Starting materials: CCNC(=O)Nc1ccc(-c2nc3c(c(N4CCOCC4C)n2)CCNC3)cc1, COCC(=O)Cl. Yields the product CCNC(=O)Nc1ccc(-c2nc3c(c(N4CCOCC4C)n2)CCN(C(=O)COC)C3)cc1. As a reaction SMILES: [CH2:1]([CH3:2])[NH:3][C:4](=[O:5])[NH:6][c:7]1[cH:8][cH:9][c:10](-[c:13]2[n:14][c:15]([N:23]3[CH:24]([CH3:29])[CH2:25][O:26][CH2:27][CH2:28]3)[c:16]3[c:17]([n:18]2)[CH2:19][NH:20][CH2:21][CH2:22]3)[cH:11][cH:12]1.[CH3:30][O:31][CH2:32][C:33](=[O:34])[Cl:35]>>[CH2:1]([CH3:2])[NH:3][C:4](=[O:5])[NH:6][c:7]1[cH:8][cH:9][c:10](-[c:13]2[n:14][c:15]([N:23]3[CH:24]([CH3:29])[CH2:25][O:26][CH2:27][CH2:28]3)[c:16]3[c:17]([n:18]2)[CH2:19][N:20]([C:33]([CH2:32][O:31][CH3:30])=[O:34])[CH2:21][CH2:22]3)[cH:11][cH:12]1. Starting materials: C(C1=CC=CC=C1)N([C@H](C(=O)OC)CC1CCCCCC1)CC(=NO)C1=CC(=CC(=C1)F)F (methyl (S)-2-(benzyl-{2-(3,5-difluoro-phenyl)-2-[hydroxyimino]-ethyl}-amino)-3-cycloheptyl-propionate), [H][H] (hydrogen). The reagents and catalysts are [Pd] (palladium on charcoal). The solvent is CO (methanol). Product: C1(CCCCCC1)C[C@H]1C(NC(CN1)C1=CC(=CC(=C1)F)F)=O ((S)-3-cycloheptylmethyl-6-(3,5-difluoro-phenyl)-piperazin-2-one). As a reaction SMILES: C([N:8]([CH2:22][C:23]([C:26]1[CH:31]=[C:30]([F:32])[CH:29]=[C:28]([F:33])[CH:27]=1)=[N:24]O)[C@@H:9]([CH2:14][CH:15]1[CH2:21][CH2:20][CH2:19][CH2:18][CH2:17][CH2:16]1)[C:10](OC)=[O:11])C1C=CC=CC=1.[H][H]>[Pd].CO>[CH:15]1([CH2:14][C@@H:9]2[NH:8][CH2:22][CH:23]([C:26]3[CH:31]=[C:30]([F:32])[CH:29]=[C:28]([F:33])[CH:27]=3)[NH:24][C:10]2=[O:11])[CH2:21][CH2:20][CH2:19][CH2:18][CH2:17][CH2:16]1. Reported procedure: Under a hydrogen atmosphere 0.590 g (1.29 mmol) methyl (S)-2-(benzyl-{2-(3,5-difluoro-phenyl)-2-[hydroxyimino]-ethyl}-amino)-3-cycloheptyl-propionate and 0.10 g palladium on charcoal (10%) in 10 ml of methanol were hydrogenated for 3 days at 50° C. and 3.45 bar hydrogen pressure. After elimination of the catalyst the filtrate was concentrated by rotary evaporation. The residue was stirred with petroleum ether and diisopropylether and filtered off. The reactants are COC(=O)C1C=CC(NC(=O)OC(C)(C)C)C1, C[Si](C)(C)[N-][Si](C)(C)C, COCCI, [Li+], C1CCOC1. Yields the product COCCC1(C(=O)OC)C=CC(NC(=O)OC(C)(C)C)C1. RXN SMILES: [C:11]([CH3:12])([CH3:13])([CH3:14])[O:15][C:16](=[O:17])[NH:18][CH:19]1[CH:20]=[CH:21][CH:22]([C:24](=[O:25])[O:26][CH3:27])[CH2:23]1.[CH3:1][Si:2]([CH3:3])([CH3:4])[N-:5][Si:6]([CH3:7])([CH3:8])[CH3:9].[I:28][CH2:29][CH2:30][O:31][CH3:32].[Li+:10].[O:33]1[CH2:34][CH2:35][CH2:36][CH2:37]1>>[C:11]([CH3:12])([CH3:13])([CH3:14])[O:15][C:16](=[O:17])[NH:18][CH:19]1[CH:20]=[CH:21][C:22]([C:24](=[O:25])[O:26][CH3:27])([CH2:29][CH2:30][O:31][CH3:32])[CH2:23]1. Starting materials: CN1C=CC2=CC(=CC=C12)S(=O)(=O)NC1=CC(=C(C(=C1)OC)OC)OC (1-methyl-N-(3,4,5-trimethoxyphenyl)-1H-indole-5-sulfonamide), Cl.CN(C)CC(=O)Cl (dimethylaminoacetyl chloride hydrochloride), C(C)(C)N(CC)C(C)C (diisopropylethylamine). Reagents/catalysts: CN(C)C=1C=CN=CC1 (DMAP). Run in C1CCOC1 (THF). Conditions: temperature 0 celsius, time 8 hour. Product: CN(C)CC(=O)N(S(=O)(=O)C=1C=C2C=CN(C2=CC1)C)C1=CC(=C(C(=C1)OC)OC)OC (N-((dimethylamino)acetyl)-1-methyl-N-(3,4,5-trimethoxyphenyl)-1H-indole-5-sulfonamide). The yield is 91.6%. As a reaction SMILES: [CH3:1][N:2]1[C:10]2[C:5](=[CH:6][C:7]([S:11]([NH:14][C:15]3[CH:20]=[C:19]([O:21][CH3:22])[C:18]([O:23][CH3:24])=[C:17]([O:25][CH3:26])[CH:16]=3)(=[O:13])=[O:12])=[CH:8][CH:9]=2)[CH:4]=[CH:3]1.Cl.[CH3:28][N:29]([CH2:31][C:32](Cl)=[O:33])[CH3:30].C(N(C(C)C)CC)(C)C>C1COCC1.CN(C1C=CN=CC=1)C>[CH3:28][N:29]([CH2:31][C:32]([N:14]([C:15]1[CH:16]=[C:17]([O:25][CH3:26])[C:18]([O:23][CH3:24])=[C:19]([O:21][CH3:22])[CH:20]=1)[S:11]([C:7]1[CH:6]=[C:5]2[C:10](=[CH:9][CH:8]=1)[N:2]([CH3:1])[CH:3]=[CH:4]2)(=[O:13])=[O:12])=[O:33])[CH3:30] |f:1.2|. Reported procedure: A solution of Example 4 (20.0 g, 53.2 mmol) in THF (250 mL) at room temperature was treated with dimethylaminoacetyl chloride hydrochloride (12.3 g, 77.8 mmol), DMAP (650 mg, 5.3 mmol), and diisopropylethylamine (25.2 g, 195.0 mmol), stirred for 8 hours, and concentrated to ⅓ its original volume. The mixture was diluted with ethyl acetate (400 mL), washed with 5% NaHCO3 (2×200 mL) and water (200 mL), dried (Na2SO4), filtered, concentrated to a volume of 120 mL, diluted with methyl tert-butyl eth... Procedure: 4-(5-Bromothiophen-2-yl)-2-(2-(2-oxoimidazolidin-1-yl)ethylamino)pyrimidine-5-carbo-nitrile (0.08 g, 0.2 mmol), thiophen-2-ylboronic acid (0.052 g, 04 mmol), sodium carbonate (1.5 mL of 2 M solution, 1 mmol) were added to a microwave tube containing ethanol (1.5 mL). The tube was flushed with nitrogen and tetrakis(triphenylphosphine)palladium (0.06 g, 0.054 mmol) was added. The tube was capped and heated to 130° C. for 30 min in a Personal Chemistry microwave. The reaction was diluted with dichl... As a reaction SMILES: Br[C:2]1[S:6][C:5]([C:7]2[C:12]([C:13]#[N:14])=[CH:11][N:10]=[C:9]([NH:15][CH2:16][CH2:17][N:18]3[CH2:22][CH2:21][NH:20][C:19]3=[O:23])[N:8]=2)=[CH:4][CH:3]=1.[S:24]1[CH:28]=[CH:27][CH:26]=[C:25]1B(O)O.C(=O)([O-])[O-].[Na+].[Na+].C(O)C>ClCCl.C1C=CC([P]([Pd]([P](C2C=CC=CC=2)(C2C=CC=CC=2)C2C=CC=CC=2)([P](C2C=CC=CC=2)(C2C=CC=CC=2)C2C=CC=CC=2)[P](C2C=CC=CC=2)(C2C=CC=CC=2)C2C=CC=CC=2)(C2C=CC=CC=2)C2C=CC=CC=2)=CC=1>[O:23]=[C:19]1[NH:20][CH2:21][CH2:22][N:18]1[CH2:17][CH2:16][NH:15][C:9]1[N:8]=[C:7]([C:5]2[S:6][C:2]([C:25]3[S:24][CH:28]=[CH:27][CH:26]=3)=[CH:3][CH:4]=2)[C:12]([C:13]#[N:14])=[CH:11][N:10]=1 |f:2.3.4,^1:47,49,68,87|. The reagents and catalysts are C=1C=CC(=CC1)[P](C=2C=CC=CC2)(C=3C=CC=CC3)[Pd]([P](C=4C=CC=CC4)(C=5C=CC=CC5)C=6C=CC=CC6)([P](C=7C=CC=CC7)(C=8C=CC=CC8)C=9C=CC=CC9)[P](C=1C=CC=CC1)(C=1C=CC=CC1)C=1C=CC=CC1 (tetrakis(triphenylphosphine)palladium). Yields the product O=C1N(CCN1)CCNC1=NC=C(C(=N1)C=1SC(=CC1)C=1SC=CC1)C#N (2-(2-(2-oxoimidazolidin-1-yl)ethylamino)-4-(5-(thiophen-2-yl)thiophen-2-yl)pyrimidine-5-carbonitrile). Run at temperature 130 celsius. The reactants are BrC1=CC=C(S1)C1=NC(=NC=C1C#N)NCCN1C(NCC1)=O (4-(5-Bromothiophen-2-yl)-2-(2-(2-oxoimidazolidin-1-yl)ethylamino)pyrimidine-5-carbo-nitrile), S1C(=CC=C1)B(O)O (thiophen-2-ylboronic acid), C([O-])([O-])=O.[Na+].[Na+] (sodium carbonate), C(C)O (ethanol). The solvent is ClCCl (dichloromethane). Reaction SMILES: [C:1]([CH3:2])([CH3:3])([CH3:4])[CH:5]([C:6](=[O:7])[O-:8])[O:9][c:10]1[c:11]([C:17]#[C:18][c:19]2[cH:20][n:21][cH:22][cH:23][c:24]2[CH3:25])[cH:12][c:13]([Cl:16])[cH:14][cH:15]1.[Cl:27][CH2:28][Cl:29].[ClH:26]>>[CH2:5]([C:6](=[O:7])[OH:8])[O:9][c:10]1[c:11]([C:17]#[C:18][c:19]2[cH:20][n:21][cH:22][cH:23][c:24]2[CH3:25])[cH:12][c:13]([Cl:16])[cH:14][cH:15]1. Product: Cc1ccncc1C#Cc1cc(Cl)ccc1OCC(=O)O. Reactants: Cc1ccncc1C#Cc1cc(Cl)ccc1OC(C(=O)[O-])C(C)(C)C, ClCCl, Cl.